Dataset: the Open Reaction Database (ORD), a public repository of structured organic reaction records. Task: describe an organic reaction: reactants, conditions, products, and yield The reactants are C(C)(=O)OCC=1N=C2N(C(C1Br)=O)C(=CC=C2)C ((3-bromo-6-methyl-4-oxo-4H-pyrido[1,2-a]pyrimidin-2-yl)methyl acetate), [OH-].[NH4+] (ammonium hydroxide), Cl (HCl), O1CCOCC1 (1,4-dioxane). Run in O (water). Reaction conditions: temperature 70 celsius, time 3 hour. Yields the product BrC1=C(N=C2N(C1=O)C(=CC=C2)C)CO (3-bromo-2-(hydroxymethyl)-6-methyl-4H-pyrido[1,2-a]pyrimidin-4-one). RXN SMILES: C([O:4][CH2:5][C:6]1[N:7]=[C:8]2[CH:17]=[CH:16][CH:15]=[C:14]([CH3:18])[N:9]2[C:10](=[O:13])[C:11]=1[Br:12])(=O)C.Cl.O1CCOCC1.[OH-].[NH4+]>O>[Br:12][C:11]1[C:10](=[O:13])[N:9]2[C:14]([CH3:18])=[CH:15][CH:16]=[CH:17][C:8]2=[N:7][C:6]=1[CH2:5][OH:4] |f:3.4|. Procedure: A heterogeneous mixture of (3-bromo-6-methyl-4-oxo-4H-pyrido[1,2-a]pyrimidin-2-yl)methyl acetate (4.2444 g, 13.64 mmol), concd. HCl (3.87 mL, 46.4 mmol), and 1,4-dioxane (39.0 mL) was heated with stirring at 70° C. After 3 h, the mixture was cooled to rt and the mixture was concd under reduced pressure. The residue was diluted with water (100 mL) and the pH adjusted to 10 with 28% ammonium hydroxide (10 mL). The precipitate was filtered, washed with water (200 mL), and dried under high vacuum to... Starting materials: C(C)(C)(C)OC(=O)NCCC(=O)OC[C@@H]1[C@H](C[C@@H](O1)N1C(=O)NC(=O)C(=C1)F)OCC1=CC=C(S1)Cl (5'-O-[N-(t-butoxycarbonyl)-β-alanyl]-3'-O-(5-chloro-2-thenyl)-2'-deoxy-5-fluorouridine). The solvent is Cl.O1CCOCC1 (hydrochloric acid dioxane). Run at time 30 minute. The product is Cl.NCCC(=O)OC[C@@H]1[C@H](C[C@@H](O1)N1C(=O)NC(=O)C(=C1)F)OCC1=CC=C(S1)Cl (5'-O-β-alanyl-3'-O-(5-chloro-2-thenyl)-2'- deoxy-5-fluorouridine hydrochloride). Reaction SMILES: C(OC([NH:8][CH2:9][CH2:10][C:11]([O:13][CH2:14][C@H:15]1[O:19][C@@H:18]([N:20]2[CH:27]=[C:26]([F:28])[C:24](=[O:25])[NH:23][C:21]2=[O:22])[CH2:17][C@@H:16]1[O:29][CH2:30][C:31]1[S:35][C:34]([Cl:36])=[CH:33][CH:32]=1)=[O:12])=O)(C)(C)C>Cl.O1CCOCC1>[ClH:36].[NH2:8][CH2:9][CH2:10][C:11]([O:13][CH2:14][C@H:15]1[O:19][C@@H:18]([N:20]2[CH:27]=[C:26]([F:28])[C:24](=[O:25])[NH:23][C:21]2=[O:22])[CH2:17][C@@H:16]1[O:29][CH2:30][C:31]1[S:35][C:34]([Cl:36])=[CH:33][CH:32]=1)=[O:12] |f:1.2,3.4|. Procedure: To 0.82 g of 5'-O-[N-(t-butoxycarbonyl)-β-alanyl]3'-O-(5-chloro-2-thenyl)-2'-deoxy-5-fluorouridine obtained in Example 7 was added 10 ml of 4N hydrochloric acid-dioxane, and the mixture was stirred at room temperature for 30 minutes. Reactants: Cc1ccccc1, CCCCN=C=O, CC#N, COc1cc2nccc(Oc3ccc(N)cc3)c2cc1C#N. Yields the product CCCCNC(=O)Nc1ccc(Oc2ccnc3cc(OC)c(C#N)cc23)cc1. RXN SMILES: [CH3:23][c:24]1[cH:25][cH:26][cH:27][cH:28][cH:29]1.[CH3:30][CH2:31][CH2:32][CH2:33][N:34]=[C:35]=[O:36].[CH3:37][C:38]#[N:39].[NH2:1][c:2]1[cH:3][cH:4][c:5]([O:6][c:7]2[cH:8][cH:9][n:10][c:11]3[cH:12][c:13]([O:19][CH3:20])[c:14]([C:17]#[N:18])[cH:15][c:16]23)[cH:21][cH:22]1>>[NH:1]([c:2]1[cH:3][cH:4][c:5]([O:6][c:7]2[cH:8][cH:9][n:10][c:11]3[cH:12][c:13]([O:19][CH3:20])[c:14]([C:17]#[N:18])[cH:15][c:16]23)[cH:21][cH:22]1)[C:35]([NH:34][CH2:33][CH2:32][CH2:31][CH3:30])=[O:36]. As a reaction SMILES: C([O:3][C:4]([C:6]1[C:14]2[C:9](=[CH:10][CH:11]=[C:12]([O:15][C:16]3[CH:21]=[CH:20][C:19]([C:22]([F:25])([F:24])[F:23])=[CH:18][N:17]=3)[CH:13]=2)[N:8]([C:26]2[CH:31]=[CH:30][C:29]([O:32][CH:33]([CH3:35])[CH3:34])=[CH:28][CH:27]=2)[C:7]=1[CH2:36][C:37]([OH:39])=[O:38])=[O:5])C.[OH-].[Na+]>CCO>[C:37]([CH2:36][C:7]1[N:8]([C:26]2[CH:27]=[CH:28][C:29]([O:32][CH:33]([CH3:35])[CH3:34])=[CH:30][CH:31]=2)[C:9]2[C:14]([C:6]=1[C:4]([OH:5])=[O:3])=[CH:13][C:12]([O:15][C:16]1[CH:21]=[CH:20][C:19]([C:22]([F:25])([F:24])[F:23])=[CH:18][N:17]=1)=[CH:11][CH:10]=2)([OH:39])=[O:38] |f:1.2|. Run in CCO (EtOH). Procedure details: The title compound was prepared by heating 2-carboxymethyl-1-(4-isopropoxyphenyl)-5-(5-trifluoromethyl-2-pyridinyloxy)indole-3-carboxylic acid ethyl ester (140 mg, 0.26 mmol, see step (b) Example 25), NaOH (aq. 2 M, 0.6 mL) and EtOH (1 mL) at 90° C. for 7 h. Yield 124 mg (92%), nip 202° C. Starting materials: C(C)OC(=O)C1=C(N(C2=CC=C(C=C12)OC1=NC=C(C=C1)C(F)(F)F)C1=CC=C(C=C1)OC(C)C)CC(=O)O (2-Carboxymethyl-1-(4-isopropoxyphenyl)-5-(5-trifluoromethyl-2-pyridinyloxy)indole-3-carboxylic acid ethyl ester), [OH-].[Na+] (NaOH). Product: C(=O)(O)CC=1N(C2=CC=C(C=C2C1C(=O)O)OC1=NC=C(C=C1)C(F)(F)F)C1=CC=C(C=C1)OC(C)C (2-Carboxymethyl-1-(4-isopropoxyphenyl)-5-(5-trifluoromethyl-2-pyridinyloxy)indole-3-carboxylic acid).